From a dataset of the Open Reaction Database (ORD), a public repository of structured organic reaction records. describe an organic reaction: reactants, conditions, products, and yield Reactants: O=O (oxygen), ClC1=C(C(=CC=C1)Cl)C (2,6-dichlorotoluene), ClC1=C(C(=CC=C1)Cl)C (2,6-dichlorotoluene), C(C)Br (ethyl bromide), N (ammonia), N (ammonia). The reagents and catalysts are catalyst. Yields the product ClC1=C(C#N)C(=CC=C1)Cl (2,6-dichlorobenzonitrile). Isolated yield 86.7%. Reaction SMILES: [Cl:1][C:2]1[CH:7]=[CH:6][CH:5]=[C:4]([Cl:8])[C:3]=1[CH3:9].C(Br)C.[NH3:13].O=O>>[Cl:1][C:2]1[CH:7]=[CH:6][CH:5]=[C:4]([Cl:8])[C:3]=1[C:9]#[N:13]. Reported procedure: 300 g of this catalyst was placed in a fluidized bed reactor, 1.5 inches in inside diameter and 100 cm high, and was heated therein at 360° C. To this catalyst layer were fed air, 2,6-dichlorotoluene containing 2% of ethyl bromide, and ammonia at rates of 75.2 N liters, 38.2 g, and 15.7 N liters per hour, respectively. The ratio of 2,6-dichlorotoluene:oxygen:ammonia was 1:3:3. 2,6-dichlorobenzonitrile was obtained in an amount of 34.7 g per hour. The quantity of unreacted 2,6-dichlorotoluene was... Reactants: C(C(=O)Cl)(=O)Cl (Oxalyl chloride), CO[C@@H]1O[C@@H]([C@H]2[C@H]1OC(O2)(C)C)C(=O)O ((3aR,4S,6R,6aR)-6-methoxy-2,2-dimethyltetrahydrofuro[3,4-d][1,3]dioxole-4-carboxylic acid), C(C)OCC (Diethyl ether), C(C)N (ethylamine). Reagents/catalysts: CN(C=O)C (N,N-dimethylformamide), CN(C=O)C (N,N-dimethylformamide). Solvent: ClCCl (dichloromethane). Reaction conditions: time 3 hour. The product is C(C)NC(=O)[C@H]1O[C@H]([C@@H]2OC(O[C@@H]21)(C)C)OC ((3aS,4S,6R,6aR)-N-Ethyl-6-methoxy-2,2-dimethyltetrahydrofuro[3,4-d][1,3]dioxole-4-carboxamide). Isolated yield 94.1%. As a reaction SMILES: C(Cl)(=O)C(Cl)=O.[CH3:7][O:8][C@H:9]1[C@@H:13]2[O:14][C:15]([CH3:18])([CH3:17])[O:16][C@H:12]2[C@@H:11]([C:19]([OH:21])=O)[O:10]1.[CH2:22]([NH2:24])[CH3:23].C(OCC)C>ClCCl.CN(C)C=O>[CH2:22]([NH:24][C:19]([C@@H:11]1[C@@H:12]2[C@@H:13]([O:14][C:15]([CH3:17])([CH3:18])[O:16]2)[C@H:9]([O:8][CH3:7])[O:10]1)=[O:21])[CH3:23]. Reported procedure: Oxalyl chloride (14.0 ml, 160 mmol) was added dropwise to a stirred solution of (3aR,4S,6R,6aR)-6-methoxy-2,2-dimethyltetrahydrofuro[3,4-d][1,3]dioxole-4-carboxylic acid (J. Amer. Chem. Soc., 80, 5168–5173 (1958)) (23.30 g, 107 mmol) in anhydrous dichloromethane (120 ml) and N,N-dimethylformamide (2 drops) and the mixture stirred at room temperature for 3 hours until gas evolution had ceased. TLC analysis showed that some starting material still remained and therefore further N,N-dimethylformami... Reactants: Cc1nc2cc(N3CCN(C(=O)OC(C)(C)C)CC3)ccc2s1, Cl, C1COCCO1. The product is Cl, Cc1nc2cc(N3CCNCC3)ccc2s1. Reaction SMILES: [C:1]([O:2][C:3](=[O:4])[N:8]1[CH2:9][CH2:10][N:11]([c:14]2[cH:15][cH:16][c:17]3[c:18]([n:19][c:20]([CH3:22])[s:21]3)[cH:23]2)[CH2:12][CH2:13]1)([CH3:5])([CH3:6])[CH3:7].[ClH:24].[O:25]1[CH2:26][CH2:27][O:28][CH2:29][CH2:30]1>>[ClH:24].[NH:8]1[CH2:9][CH2:10][N:11]([c:14]2[cH:15][cH:16][c:17]3[c:18]([n:19][c:20]([CH3:22])[s:21]3)[cH:23]2)[CH2:12][CH2:13]1. The reactants are C1COC2(CCC3=CC(=C(C=C23)SC2=C(C=C(C=C2)F)F)[N+](=O)[O-])O1 (5-nitro-6-(2,4-difluorophenylthio)-1-indanone ethylene ketal), [Cl-].[NH4+] (ammonium chloride). The reagents and catalysts are [Fe] (iron). The solvent is C(C)O.O (ethanol water). Product: NC=1C=C2CCC(C2=CC1SC1=C(C=C(C=C1)F)F)=O (5-Amino-6-(2,4-difluorophenylthio)-1-indanone). Isolated yield 88.5%. RXN SMILES: C1O[C:4]2([C:12]3[C:7](=[CH:8][C:9]([N+:22]([O-])=O)=[C:10]([S:13][C:14]4[CH:19]=[CH:18][C:17]([F:20])=[CH:16][C:15]=4[F:21])[CH:11]=3)[CH2:6][CH2:5]2)[O:3]C1.[Cl-].[NH4+]>C(O)C.O.[Fe]>[NH2:22][C:9]1[CH:8]=[C:7]2[C:12](=[CH:11][C:10]=1[S:13][C:14]1[CH:19]=[CH:18][C:17]([F:20])=[CH:16][C:15]=1[F:21])[C:4](=[O:3])[CH2:5][CH2:6]2 |f:1.2,3.4|. Reported procedure: A mixture of 5-nitro-6-(2,4-difluorophenylthio)-1-indanone ethylene ketal (580 mg, 1.59 mmol), iron powder (500 mg, 8.9 mmol) and ammonium chloride (50 mg, 0.93 mmol) in 30 mL of ethanol:water (2:1) was refluxed for 1 h. The hot mixture was filtered through celite. The solvente was evaporated in vacuo. The residue was diluted with water and extracted with ethyl acetate. The ethyl acetate extract was dried over anhydrous MgSO4 and concentrated to give the title compound (410 mg, 81%) as a light b... The reactants are CC(C)(C)OC(=O)N1CCC(OS(C)(=O)=O)CC1, CN(C)C=O, [H-], [Na+], O, COC(=O)c1cc[nH]n1. Product: COC(=O)c1ccn(C2CCN(C(=O)OC(C)(C)C)CC2)n1. As a reaction SMILES: [CH3:12][S:13]([O:14][CH:17]1[CH2:18][CH2:19][N:20]([C:23](=[O:24])[O:25][C:26]([CH3:27])([CH3:28])[CH3:29])[CH2:21][CH2:22]1)(=[O:15])=[O:16].[CH3:31][N:32]([CH3:33])[CH:34]=[O:35].[H-:1].[Na+:2].[OH2:30].[nH:3]1[n:4][c:5]([C:8](=[O:9])[O:10][CH3:11])[cH:6][cH:7]1>>[n:3]1([CH:17]2[CH2:18][CH2:19][N:20]([C:23](=[O:24])[O:25][C:26]([CH3:27])([CH3:28])[CH3:29])[CH2:21][CH2:22]2)[n:4][c:5]([C:8](=[O:9])[O:10][CH3:11])[cH:6][cH:7]1. Reactants: FC1=CC=C(C=C1)C1=NN(C2=NC=CC=C21)C2=CC(=CC=C2)O (3-(4-fluorophenyl)-1-(3-hydroxyphenyl)-1H-pyrazolo[3,4-b]pyridine), C(C)N(C(CBr)=O)CC (N,N-diethylbromoacetamide), C([O-])([O-])=O.[K+].[K+] (potassium carbonate). Run in CN(C=O)C (dimethylformamide). Run at temperature 60 celsius, time 5 hour. Product: C(C)N(C(COC1=CC(=CC=C1)N1N=C(C=2C1=NC=CC2)C2=CC=C(C=C2)F)=O)CC (N,N-diethyl-3-[3-(4-fluorophenyl)-1H-pyrazolo[3,4-b]pyridin-1yl]phenoxyacetamide). Isolated yield 40.9%. As a reaction SMILES: [F:1][C:2]1[CH:7]=[CH:6][C:5]([C:8]2[C:16]3[C:11](=[N:12][CH:13]=[CH:14][CH:15]=3)[N:10]([C:17]3[CH:22]=[CH:21][CH:20]=[C:19]([OH:23])[CH:18]=3)[N:9]=2)=[CH:4][CH:3]=1.[CH2:24]([N:26]([CH2:31][CH3:32])[C:27](=[O:30])[CH2:28]Br)[CH3:25].C(=O)([O-])[O-].[K+].[K+]>CN(C)C=O>[CH2:24]([N:26]([CH2:31][CH3:32])[C:27](=[O:30])[CH2:28][O:23][C:19]1[CH:20]=[CH:21][CH:22]=[C:17]([N:10]2[C:11]3=[N:12][CH:13]=[CH:14][CH:15]=[C:16]3[C:8]([C:5]3[CH:6]=[CH:7][C:2]([F:1])=[CH:3][CH:4]=3)=[N:9]2)[CH:18]=1)[CH3:25] |f:2.3.4|. Reported procedure: In 75 ml of dimethylformamide were suspended 5.0 g of 3-(4-fluorophenyl)-1-(3-hydroxyphenyl)-1H-pyrazolo[3,4-b]pyridine, 3.5 g of N,N-diethylbromoacetamide and 2.5 g of potassium carbonate. The mixture was stirred at 60° C. for 5 hours. After the solvent was distilled off under reduced pressure, the residue was extracted with ethyl acetate-water. The organic layer was concentrated. Isopropyl ether was added to the residue for crystallization. The obtained crude crystals were recrystallized from ... The reactants are [BH4-], O=C([O-])C(=O)[O-], CCCCCCCCCCCC(O)CCCCCCCC, [Cl-], [Na+], [Na+], [Na+], [Na+], O=C([O-])[O-], O, O=C(O)c1ccccc1, [OH], OO. Product: CCCCCCCCCCCC(CCCCCCCC)OC(=O)c1ccccc1. As a reaction SMILES: [BH4-:22].[C:33]([O-:34])(=[O:35])[C:36]([O-:37])=[O:38].[CH2:1]([CH2:2][CH2:3][CH2:4][CH2:5][CH2:6][CH2:7][CH3:8])[CH:9]([CH2:10][CH2:11][CH2:12][CH2:13][CH2:14][CH2:15][CH2:16][CH2:17][CH2:18][CH2:19][CH3:20])[OH:21].[Cl-:47].[Na+:23].[Na+:40].[Na+:41].[Na+:46].[O-:42][C:43](=[O:44])[O-:45].[OH2:50].[OH:24][C:25](=[O:26])[c:27]1[cH:28][cH:29][cH:30][cH:31][cH:32]1.[OH:39].[OH:48][OH:49]>>[CH2:1]([CH2:2][CH2:3][CH2:4][CH2:5][CH2:6][CH2:7][CH3:8])[CH:9]([CH2:10][CH2:11][CH2:12][CH2:13][CH2:14][CH2:15][CH2:16][CH2:17][CH2:18][CH2:19][CH3:20])[O:21][C:25](=[O:24])[c:27]1[cH:28][cH:29][cH:30][cH:31][cH:32]1. The reactants are C(CCC)C1=NOC(=C1CO)C ((3-butyl-5-methyl-isoxazol-4-yl)-methanol), ClC=1N=NC(=CC1)Cl (3,6-dichloropyridazine), [H-].[Na+] (NaH). Reported procedure: To a stirred suspension of NaH (258 mg of a 55% dispersion in mineral oil) in THF (9 mL) at 0° C. under argon, was added a solution of (3-butyl-5-methyl-isoxazol-4-yl)-methanol (1.0 g, 5.9 mmol) in THF (18 mL) dropwise. The reaction mixture was warmed to room temperature. After 30 min the reaction mixture was cooled to 0° C. and a solution of 3,6-dichloropyridazine (908 mg, 6.1 mmol) in THF (18 mL) was added dropwise. After 16 h the reaction mixture was warmed to room temperature then quenched w... Product: C(CCC)C1=NOC(=C1COC=1N=NC(=CC1)Cl)C (3-(3-Butyl-5-methyl-isoxazol-4-ylmethoxy)-6-chloro-pyridazine). The solvent is C1CCOC1 (THF), C1CCOC1 (THF), C1CCOC1 (THF). Reaction SMILES: [H-].[Na+].[CH2:3]([C:7]1[C:11]([CH2:12][OH:13])=[C:10]([CH3:14])[O:9][N:8]=1)[CH2:4][CH2:5][CH3:6].[Cl:15][C:16]1[N:17]=[N:18][C:19](Cl)=[CH:20][CH:21]=1>C1COCC1>[CH2:3]([C:7]1[C:11]([CH2:12][O:13][C:19]2[N:18]=[N:17][C:16]([Cl:15])=[CH:21][CH:20]=2)=[C:10]([CH3:14])[O:9][N:8]=1)[CH2:4][CH2:5][CH3:6] |f:0.1|. Isolated yield 78.8%.